From a dataset of the Open Reaction Database (ORD), a public repository of structured organic reaction records. describe an organic reaction: reactants, conditions, products, and yield Starting materials: [N+]1(=NC(=NC2=C1C=CC=C2)N)[O-] (1,2,4-benzotriazine-3-amine 1-oxide), CCOCC (ether), S(O)(O)(=O)=O (sulphuric acid), N(=O)[O-].[Na+] (sodium nitrite). Run in O (water), O (water). Run at time 8 hour. Product: [N+]1(=NC(=NC2=C1C=CC=C2)O)[O-] (1,2,4-Benzotriazin-3-ol 1-oxide). The yield is 63.0%. Reaction SMILES: [N+:1]1([O-:12])[C:6]2[CH:7]=[CH:8][CH:9]=[CH:10][C:5]=2[N:4]=[C:3](N)[N:2]=1.S(=O)(=O)(O)[OH:14].N([O-])=O.[Na+].CCOCC>O>[N+:1]1([O-:12])[C:6]2[CH:7]=[CH:8][CH:9]=[CH:10][C:5]=2[N:4]=[C:3]([OH:14])[N:2]=1 |f:2.3|. Procedure: To a solution of 7.5 g (46 mmol) 1,2,4-benzotriazine-3-amine 1-oxide (Chem. Ber. 46, 3522 (1913) in 75 ml water and 27 ml conc. sulphuric acid one adds dropwise at room temp. a solution of 13.3 g sodium nitrite in 25 ml water. One leaves to stand overnight, filters, takes up in soda solution, washes with ether, acidifies the aqueous phase, filters and recrystallises from glacial acetic acid. One isolates 4.7 g of title compound (63% of theory) of the m.p. 238-239° C. Starting materials: C(C1=CC=CC=C1)(C1=CC=CC=C1)OCCC=1CCN(CC1)CC1=CC=CC=C1 (4-(2-(benzhydryloxy)ethyl)-1-benzyl-1,2,3,6-tetrahydropyridine), ClC(=O)OC (methyl chloroformate). Solvent: C1=CC=CC=C1 (benzene). Yields the product C(C1=CC=CC=C1)(C1=CC=CC=C1)OCCC1=CCN(CC1)C(=O)OC (methyl 4-(2-(benzhydryloxy)ethyl)-5,6-dihydropyridine-1(2H)-carboxylate). Reaction SMILES: [CH:1]([O:14][CH2:15][CH2:16][C:17]1[CH2:18][CH2:19][N:20](CC2C=CC=CC=2)[CH2:21][CH:22]=1)([C:8]1[CH:13]=[CH:12][CH:11]=[CH:10][CH:9]=1)[C:2]1[CH:7]=[CH:6][CH:5]=[CH:4][CH:3]=1.Cl[C:31]([O:33][CH3:34])=[O:32]>C1C=CC=CC=1>[CH:1]([O:14][CH2:15][CH2:16][C:17]1[CH2:22][CH2:21][N:20]([C:31]([O:33][CH3:34])=[O:32])[CH2:19][CH:18]=1)([C:8]1[CH:13]=[CH:12][CH:11]=[CH:10][CH:9]=1)[C:2]1[CH:3]=[CH:4][CH:5]=[CH:6][CH:7]=1. Procedure: With reference to FIG. 7, a solution of 4-(2-(benz-hydryloxy)ethyl)-1-benzyl-1,2,3,6-tetrahydropyridine 4 (12.44 g, 0.0324 mol) and methyl chloroformate (5.0 ml, 0.0648 mol) in benzene (40 ml) was refluxed for 6 hrs. After completion of reaction (monitored by TLC), the solvent was removed in vacuo to yield methyl 4-(2-(benzhydryloxy)ethyl)-5,6-dihydropyridine-1(2H)-carboxylate in the form of viscous oil. It was purified by column chromatography (hexane: EtOAc 9:1) to get 6.7 g (59%) of pure prod... Yields the product C1(=CC=CC=C1)C(=O)C(C(F)(F)F)(F)F (pentafluoroethyl phenyl ketone). The solvent is C(Cl)Cl (CH2Cl2). Reactants: CCCCCC (hexane), C(C1=CC=CC=C1)(=O)Cl (benzoyl chloride), phosphorous acid trisdiethylamide, FC(C(F)(F)F)(F)I (pentafluoroethyl iodide). Yield: 37.1%. Reported procedure: Under protective gas, 35 g (0.25 mol) of benzoyl chloride in 150 ml of CH2Cl2 are initially introduced at about -20° C. into a round-bottomed flask. 67 g (0.27 mol) of pentafluoroethyl iodide are first condensed in and 66.7 g (0.27 mol) of phosphorous acid trisdiethylamide are then metered in. The reaction mixture is subsequently stirred at 0° C. for 5 hours more. After addition of the same volume of hexane to the reaction mixture, 2 phases are formed. After phase separation, the lower phase is ... Conditions: temperature 0 celsius, time 5 hour. Reaction SMILES: [C:1](Cl)(=[O:8])[C:2]1[CH:7]=[CH:6][CH:5]=[CH:4][CH:3]=1.[F:10][C:11](I)([F:16])[C:12]([F:15])([F:14])[F:13].CCCCCC>C(Cl)Cl>[C:2]1([C:1]([C:11]([F:16])([F:10])[C:12]([F:15])([F:14])[F:13])=[O:8])[CH:7]=[CH:6][CH:5]=[CH:4][CH:3]=1. Reaction SMILES: [CH3:1][O:2][C:3]1[CH:8]=[CH:7][C:6]([C:9]2O[C:13](=O)[C:12]([C:16]#[N:17])=[C:11]([N:18]3[CH2:23][CH2:22][CH2:21][CH2:20][CH2:19]3)[CH:10]=2)=[CH:5][CH:4]=1.[H-].[Na+].[CH2:26]1[CH2:30]O[CH2:28][CH2:27]1>>[CH3:1][O:2][C:3]1[CH:8]=[CH:7][C:6]([C:9]2[C:5]3[C:4]4[C:27](=[CH:26][CH:30]=[CH:8][CH:3]=4)[CH2:28][C:13]=3[C:12]([C:16]#[N:17])=[C:11]([N:18]3[CH2:23][CH2:22][CH2:21][CH2:20][CH2:19]3)[CH:10]=2)=[CH:5][CH:4]=1 |f:1.2|. The reactants are COC1=CC=C(C=C1)C1=CC(=C(C(O1)=O)C#N)N1CCCCC1 (6-(4-methoxyphenyl)-2-oxo-4-(piperidin-1-yl)-2H-pyran-3-carbonitrile), indanone-2, [H-].[Na+] (NaH), C1CCOC1 (THF). Procedure details: A mixture of 6-(4-methoxyphenyl)-2-oxo-4-(piperidin-1-yl)-2H-pyran-3-carbonitrile (310 mg), indanone-2 (132 mg) and NaH (40 mg) in THF was stirred for <5 min. After completion, the reaction solvent was evaporated under vacuum to dryness and crude solid was quenched with ice water and subsequently neutralized with dil. HCl, finally purified by column chromatography using ethylacetate-hexane as eluent. White solid; mp 202-204° C.; MS 380 (M+); IR (KBr) 2210 cm−1 (CN). Product: COC1=CC=C(C=C1)C1=CC(=C(C=2CC3=CC=CC=C3C12)C#N)N1CCCCC1 (4-(4-Methoxy-phenyl)-2-piperidin-1-yl-9H-fluorene-1-carbonitrile). The reactants are C(C=C)(=O)OC(C)(C)C (Tert-Butyl acrylate), C(C)(C)N(CC)C(C)C (diisopropylethylamine), CC1=C(C=CC=C1)P(C2=C(C=CC=C2)C)C3=C(C=CC=C3)C (P(o-tolyl)3), BrC=1C=C2CC3(CCN(CC3)C(=O)OC(C)(C)C)C(NC2=NC1)=O (tert-butyl 6-bromo-2-oxo-2,4-dihydro-1H-spiro[[1,8]naphthyridine-3,4′-piperidine]-1′-carboxylate). Reagents/catalysts: C(C)(=O)[O-].[Pd+2].C(C)(=O)[O-] (palladium acetate). Solvent: C(CC)#N (propionitrile), CN(C=O)C (dimethylformamide). The product is C(C)(C)(C)OC(/C=C/C=1C=C2CC3(CCN(CC3)C(=O)OC(C)(C)C)C(NC2=NC1)=O)=O ((E)-tert-Butyl 6-(3-tert-butoxy-3-oxoprop-1-enyl)-2-oxo-2,4-dihydro-1H-spiro[[1,8]naphthyridine-3,4′-piperidine]-1′-carboxylate). As a reaction SMILES: [C:1]([O:5][C:6]([CH3:9])([CH3:8])[CH3:7])(=[O:4])[CH:2]=[CH2:3].C(N(C(C)C)CC)(C)C.CC1C=CC=CC=1P(C1C=CC=CC=1C)C1C=CC=CC=1C.Br[C:42]1[CH:43]=[C:44]2[C:61](=[N:62][CH:63]=1)[NH:60][C:59](=[O:64])[C:46]1([CH2:51][CH2:50][N:49]([C:52]([O:54][C:55]([CH3:58])([CH3:57])[CH3:56])=[O:53])[CH2:48][CH2:47]1)[CH2:45]2>C(#N)CC.CN(C)C=O.C([O-])(=O)C.[Pd+2].C([O-])(=O)C>[C:6]([O:5][C:1](=[O:4])/[CH:2]=[CH:3]/[C:42]1[CH:43]=[C:44]2[C:61](=[N:62][CH:63]=1)[NH:60][C:59](=[O:64])[C:46]1([CH2:51][CH2:50][N:49]([C:52]([O:54][C:55]([CH3:56])([CH3:57])[CH3:58])=[O:53])[CH2:48][CH2:47]1)[CH2:45]2)([CH3:9])([CH3:8])[CH3:7] |f:6.7.8|. Procedure: Tert-Butyl acrylate (3.9 mL, 26.8 mmol), diisopropylethylamine (2.46 mL, 14.1 mmol) and P(o-tolyl)3 (409 mg, 1.34 mmol) were successively added to a suspension of tert-butyl 6-bromo-2-oxo-2,4-dihydro-1H-spiro[[1,8]naphthyridine-3,4′-piperidine]-1′-carboxylate (2.66 g, 6.7 mmol) in propionitrile (107 mL) and dimethylformamide (40 mL) in a sealed tube. The resulting mixture was then purged with argon prior to the addition of palladium acetate (151 mg, 0.673 mmol). The mixture was purged with argon... The product is OC1=CC=C(C(=O)O[Si](C(C)(C)C)(C2=CC=CC=C2)C2=CC=CC=C2)C=C1 (Diphenyl-(2-methylprop-2-yl)silyl 4-hydroxybenzoate). Reaction SMILES: [OH:1][C:2]1[CH:10]=[CH:9][C:5]([C:6]([OH:8])=[O:7])=[CH:4][CH:3]=1.N1C=CN=C1.[C:16]([Si:20](Cl)([C:27]1[CH:32]=[CH:31][CH:30]=[CH:29][CH:28]=1)[C:21]1[CH:26]=[CH:25][CH:24]=[CH:23][CH:22]=1)([CH3:19])([CH3:18])[CH3:17]>CN(C)C=O>[OH:1][C:2]1[CH:10]=[CH:9][C:5]([C:6]([O:8][Si:20]([C:21]2[CH:26]=[CH:25][CH:24]=[CH:23][CH:22]=2)([C:27]2[CH:28]=[CH:29][CH:30]=[CH:31][CH:32]=2)[C:16]([CH3:19])([CH3:17])[CH3:18])=[O:7])=[CH:4][CH:3]=1. Isolated yield 87.1%. Reactants: OC1=CC=C(C(=O)O)C=C1 (4-hydroxybenzoic acid), N1C=NC=C1 (imidazole), C(C)(C)(C)[Si](C1=CC=CC=C1)(C1=CC=CC=C1)Cl (t-butylchlorodiphenylsilane). Reaction conditions: temperature 0 celsius, time 30 minute. The solvent is CN(C=O)C (dimethylformamide). Reported procedure: To a solution of 20 g of 4-hydroxybenzoic acid and 10 g of imidazole in 100 ml of dry dimethylformamide at 0° C. was added 40 g of t-butylchlorodiphenylsilane. The mixture was stirred at 0° C. for 30 minutes, then at 20° C. for 18 hours, and then partitioned between diethyl ether and water. The organic layer was washed with water, with 10% aqueous potassium hydrogen carbonate, with water and with brine, and then dried over magnesium sulphate. Evaporation in vacuo of the solvent afforded 47.5 g o... Starting materials: ClC1=CC=C(C=C1)S (4-chlorothiophenol), [OH-].[Na+] (sodium hydroxide), C(C)(=O)C=1C(=C(C(N(N1)C1=CC=C(C=C1)Cl)=O)Br)C (6-acetyl-4-bromo-2-(4-chlorophenyl)-5-methyl-3(2H)-pyridazinone). The solvent is O (water), CN(C=O)C (N,N-dimethylformamide), O (Water). Run at time 30 minute. Yields the product C(C)(=O)C=1C(=C(C(N(N1)C1=CC=C(C=C1)Cl)=O)SC1=CC=C(C=C1)Cl)C (6-acetyl-2-(4-chlorophenyl)-4-(4-chlorophenylthio)-5-methyl-3(2H)-pyridazinone). Isolated yield 73.0%. RXN SMILES: [OH-].[Na+].[Cl:3][C:4]1[CH:9]=[CH:8][C:7]([SH:10])=[CH:6][CH:5]=1.[C:11]([C:14]1[C:15]([CH3:29])=[C:16](Br)[C:17](=[O:27])[N:18]([C:20]2[CH:25]=[CH:24][C:23]([Cl:26])=[CH:22][CH:21]=2)[N:19]=1)(=[O:13])[CH3:12]>O.CN(C)C=O>[C:11]([C:14]1[C:15]([CH3:29])=[C:16]([S:10][C:7]2[CH:8]=[CH:9][C:4]([Cl:3])=[CH:5][CH:6]=2)[C:17](=[O:27])[N:18]([C:20]2[CH:25]=[CH:24][C:23]([Cl:26])=[CH:22][CH:21]=2)[N:19]=1)(=[O:13])[CH3:12] |f:0.1|. Procedure details: To a solution of 97% sodium hydroxide (51 mg) in a mixture of water (3 ml) and N,N-dimethylformamide (10 ml) was added 4-chlorothiophenol (0.19 g), followed by stirring at room temperature for 30 minutes. Then, 6-acetyl-4-bromo-2-(4-chlorophenyl)-5-methyl-3(2H)-pyridazinone (0.30 g) was added, followed by stirring at room temperature for 1 hour. Water was added to the reaction mixture and the mixture was extracted with ethyl acetate. After washing with water and a brine, the organic layer was dr... Starting materials: CCO, Cl, COC(=O)C(C)NC(C)CN(Cc1ccccc1)Cc1ccccc1. The product is COC(=O)C(C)NC(C)CNCc1ccccc1. RXN SMILES: [CH3:27][CH2:28][OH:29].[ClH:26].[c:1]1([CH2:7][N:8]([CH2:9][CH:10]([CH3:11])[NH:12][CH:13]([CH3:14])[C:15](=[O:16])[O:17][CH3:18])[CH2:19][c:20]2[cH:21][cH:22][cH:23][cH:24][cH:25]2)[cH:2][cH:3][cH:4][cH:5][cH:6]1>>[c:1]1([CH2:7][NH:8][CH2:9][CH:10]([CH3:11])[NH:12][CH:13]([CH3:14])[C:15](=[O:16])[O:17][CH3:18])[cH:2][cH:3][cH:4][cH:5][cH:6]1. The reactants are FC(F)[SiH2]CC[SiH2]C(F)F (1,2-bis(difluoromethylsilyl)ethane), FC(F)[SiH2]C(C)[SiH2]C(F)F (1,1-bis(difluoromethylsilyl)ethane), FC(F)[SiH2]C(C)[SiH2]C(F)F (1,1-bis(difluoromethylsilyl)ethane), FC(F)[SiH2]CC[SiH2]C(F)F (1,2-bis(difluoromethylsilyl)ethane), ( 2 ), ( 1 ), FC(F)[SiH2]C(C)[SiH2]C(F)F (1,1-bis(difluoromethylsilyl)ethane). Yields the product FC(F)[SiH2]CC[SiH2]C(F)F.FC(F)[SiH2]C(C)[SiH2]C(F)F (1,2-Bis(difluoromethylsilyl)ethane 1,1-bis(difluoromethylsilyl)ethane). Reaction SMILES: [F:1][CH:2]([SiH2:4][CH2:5][CH2:6][SiH2:7][CH:8]([F:10])[F:9])[F:3].[F:11][CH:12]([SiH2:14][CH:15]([SiH2:17][CH:18]([F:20])[F:19])[CH3:16])[F:13]>>[F:1][CH:2]([SiH2:4][CH2:5][CH2:6][SiH2:7][CH:8]([F:10])[F:9])[F:3].[F:11][CH:12]([SiH2:14][CH:15]([SiH2:17][CH:18]([F:20])[F:19])[CH3:16])[F:13] |f:2.3|. Procedure: A stainless steel pressure vessel equipped with a thermometer, a stirrer, and a condenser was charged with 53.6 g (0.4 mol) of dimethoxymethylsilane, 67.2 g (0.42 mol) of dimethoxymethylvinylsilane, and 0.5 ml of a 0.1 mol/l solution of chloroplatinic acid in isopropyl alcohol. The vessel was closed, and the contents were heated while stirring at 80° C. for 30 minutes. After completion of the reaction, the reaction mixture was distilled to give 88.4 g of a mixture of 1,2-bis(dimethoxymethylsilyl... The reactants are ClC1=CC=C(CC2=C(C=C(C=C2Cl)N2N=CCNC2=O)Cl)C=C1 (2-[4-(4-chlorobenzyl)-3,5-dichlorophenyl]-4,5-dihydro-1,2,4-triazin-3(2H)-one), [Cr](=O)(=O)([O-])Cl.[NH+]1=CC=CC=C1 (pyridinium chlorochromate). Solvent: O1CCCC1 (tetrahydrofuran). Run at time 8 hour. Yields the product ClC1=CC=C(CC2=C(C=C(C=C2Cl)N2N=CC(NC2=O)=O)Cl)C=C1 (2-[4-(4-chlorobenzyl)-3,5-dichlorophenyl]-1,2,4-triazine-3,5(2H,4H)-dione). The yield is 81.5%. As a reaction SMILES: [Cl:1][C:2]1[CH:23]=[CH:22][C:5]([CH2:6][C:7]2[C:12]([Cl:13])=[CH:11][C:10]([N:14]3[C:19](=[O:20])[NH:18][CH2:17][CH:16]=[N:15]3)=[CH:9][C:8]=2[Cl:21])=[CH:4][CH:3]=1.[Cr](Cl)([O-])(=O)=[O:25].[NH+]1C=CC=CC=1>O1CCCC1>[Cl:1][C:2]1[CH:23]=[CH:22][C:5]([CH2:6][C:7]2[C:12]([Cl:13])=[CH:11][C:10]([N:14]3[C:19](=[O:20])[NH:18][C:17](=[O:25])[CH:16]=[N:15]3)=[CH:9][C:8]=2[Cl:21])=[CH:4][CH:3]=1 |f:1.2|. Procedure details: In 30 ml of tetrahydrofuran was dissolved 2.6 g of 2-[4-(4-chlorobenzyl)-3,5-dichlorophenyl]-4,5-dihydro-1,2,4-triazin-3(2H)-one. To the solution was added 4.5 g of pyridinium chlorochromate. The mixture was stirred at room temperature overnight, after which the insoluble matter was filtered off. The filtrate was concentrated. The residue was purified by column chromatography (Merck Silica Gel 60; chloroform-ethanol=20:1) to provide 2.2 g of the title compound as colorless crystals, m.p. 175-176...